From a dataset of the Open Reaction Database (ORD), a public repository of structured organic reaction records. describe an organic reaction: reactants, conditions, products, and yield The reactants are OCCN(C(=O)C1=NC(=NC(=C1OCC1=CC=CC=C1)O)CC1(CCCC1)C1=CC=C(C=C1)Cl)C1CCOCC1 (5-benzyloxy-2-[1-(4-chlorophenyl)-cyclopentylmethyl]-6-hydroxypyrimidine-4-carboxylic acid (2-hydroxyethyl)-(tetrahydro-pyran-4-yl)-amide), C(C)(=O)OCC (ethyl acetate), C1(=CC=CC=C1)P(C1=CC=CC=C1)C1=CC=CC=C1 (triphenylphosphine), N(=NC(=O)OC(C)C)C(=O)OC(C)C (diisopropyl azodicarboxylate). The solvent is ClCCl (dichloromethane), CCCCCC (hexane), ClCCl (Dichloromethane). Conditions: time 1 hour. Yields the product C(C1=CC=CC=C1)OC1=C2N(C(=NC1=O)CC1(CCCC1)C1=CC=C(C=C1)Cl)CCN(C2=O)C2CCOCC2 (9-benzyloxy-6-[1-(4-chlorophenyl)-cyclopentylmethyl]-2-(tetrahydro-pyran-4-yl)-3,4-dihydro-2H-pyrazino[1,2-c]pyrimidine-1,8-dione). Yield: 57.0%. Reaction SMILES: O[CH2:2][CH2:3][N:4]([CH:35]1[CH2:40][CH2:39][O:38][CH2:37][CH2:36]1)[C:5]([C:7]1[C:12]([O:13][CH2:14][C:15]2[CH:20]=[CH:19][CH:18]=[CH:17][CH:16]=2)=[C:11]([OH:21])[N:10]=[C:9]([CH2:22][C:23]2([C:28]3[CH:33]=[CH:32][C:31]([Cl:34])=[CH:30][CH:29]=3)[CH2:27][CH2:26][CH2:25][CH2:24]2)[N:8]=1)=[O:6].C1(P(C2C=CC=CC=2)C2C=CC=CC=2)C=CC=CC=1.N(C(OC(C)C)=O)=NC(OC(C)C)=O.C(OCC)(=O)C>ClCCl.CCCCCC>[CH2:14]([O:13][C:12]1[C:11](=[O:21])[N:10]=[C:9]([CH2:22][C:23]2([C:28]3[CH:33]=[CH:32][C:31]([Cl:34])=[CH:30][CH:29]=3)[CH2:27][CH2:26][CH2:25][CH2:24]2)[N:8]2[CH2:2][CH2:3][N:4]([CH:35]3[CH2:40][CH2:39][O:38][CH2:37][CH2:36]3)[C:5](=[O:6])[C:7]=12)[C:15]1[CH:20]=[CH:19][CH:18]=[CH:17][CH:16]=1. Procedure: 5-Benzyloxy-2-[1-(4-chlorophenyl)-cyclopentylmethyl]-6-hydroxypyrimidine-4-carboxylic acid (2-hydroxyethyl)-(tetrahydro-pyran-4-yl)-amide (334) (90 mg, 0.16 mmol) and triphenylphosphine were taken up in dichloromethane (3 ml) at room temperature and diisopropyl azodicarboxylate was added slowly. Stirring was continued for 1 h while silica thin layer chromatography was performed (ethyl acetate:hexane=1:1, Rf=0.6). Dichloromethane (15 ml) was added to the reaction mixture, which was thereafter was... Reactants: Cc1nc(Cl)ccc1C(=O)Nc1ccc(Cl)c(-c2ccccn2)c1, [H-], [Na+], CN(C)C=O, c1nc[nH]n1. Product: Cc1nc(-n2cncn2)ccc1C(=O)Nc1ccc(Cl)c(-c2ccccn2)c1. RXN SMILES: [Cl:8][c:9]1[n:10][c:11]([CH3:31])[c:12]([C:13](=[O:14])[NH:15][c:16]2[cH:17][c:18](-[c:23]3[n:24][cH:25][cH:26][cH:27][cH:28]3)[c:19]([Cl:22])[cH:20][cH:21]2)[cH:29][cH:30]1.[H-:6].[Na+:7].[O:32]=[CH:33][N:34]([CH3:35])[CH3:36].[nH:1]1[n:2][cH:3][n:4][cH:5]1>>[n:1]1(-[c:9]2[n:10][c:11]([CH3:31])[c:12]([C:13](=[O:14])[NH:15][c:16]3[cH:17][c:18](-[c:23]4[n:24][cH:25][cH:26][cH:27][cH:28]4)[c:19]([Cl:22])[cH:20][cH:21]3)[cH:29][cH:30]2)[n:2][cH:3][n:4][cH:5]1. The reactants are CCOc1cc(C(C)(C)C)ncc1C1=NC(C)(c2ccc(Cl)cc2)C(C)(c2ccc(Cl)cc2)N1C(=O)Cl, CN(C)C1CCNCC1. Yields the product CCOc1cc(C(C)(C)C)ncc1C1=NC(C)(c2ccc(Cl)cc2)C(C)(c2ccc(Cl)cc2)N1C(=O)N1CCC(N(C)C)CC1. As a reaction SMILES: [C:1]([CH3:2])([CH3:3])([CH3:4])[c:5]1[cH:6][c:7]([O:35][CH2:36][CH3:37])[c:8]([C:11]2=[N:15][C:14]([CH3:16])([c:17]3[cH:18][cH:19][c:20]([Cl:23])[cH:21][cH:22]3)[C:13]([CH3:24])([c:25]3[cH:26][cH:27][c:28]([Cl:31])[cH:29][cH:30]3)[N:12]2[C:32](=[O:33])[Cl:34])[cH:9][n:10]1.[CH3:38][N:39]([CH:40]1[CH2:41][CH2:42][NH:43][CH2:44][CH2:45]1)[CH3:46]>>[C:1]([CH3:2])([CH3:3])([CH3:4])[c:5]1[cH:6][c:7]([O:35][CH2:36][CH3:37])[c:8]([C:11]2=[N:15][C:14]([CH3:16])([c:17]3[cH:18][cH:19][c:20]([Cl:23])[cH:21][cH:22]3)[C:13]([CH3:24])([c:25]3[cH:26][cH:27][c:28]([Cl:31])[cH:29][cH:30]3)[N:12]2[C:32](=[O:33])[N:43]2[CH2:42][CH2:41][CH:40]([N:39]([CH3:38])[CH3:46])[CH2:45][CH2:44]2)[cH:9][n:10]1.